Dataset: the Open Reaction Database (ORD), a public repository of structured organic reaction records. Task: describe an organic reaction: reactants, conditions, products, and yield Reactants: Fc1cnc(Cl)nc1, Fc1ccc2c(ccn2CC2CCC3CNCCN3C2)c1, [Na+], [Na+], O=C([O-])[O-], O. Yields the product Fc1cnc(N2CCN3CC(Cn4ccc5cc(F)ccc54)CCC3C2)nc1. RXN SMILES: [Cl:22][c:23]1[n:24][cH:25][c:26]([F:29])[cH:27][n:28]1.[F:1][c:2]1[cH:3][c:4]2[cH:5][cH:6][n:7]([CH2:11][CH:12]3[CH2:13][CH2:14][CH:15]4[N:16]([CH2:17][CH2:18][NH:19][CH2:20]4)[CH2:21]3)[c:8]2[cH:9][cH:10]1.[Na+:30].[Na+:31].[O-:32][C:33](=[O:34])[O-:35].[OH2:36]>>[F:1][c:2]1[cH:3][c:4]2[cH:5][cH:6][n:7]([CH2:11][CH:12]3[CH2:13][CH2:14][CH:15]4[N:16]([CH2:17][CH2:18][N:19]([c:23]5[n:24][cH:25][c:26]([F:29])[cH:27][n:28]5)[CH2:20]4)[CH2:21]3)[c:8]2[cH:9][cH:10]1. Reactants: CC1(OC2=C(C(C1)C1=NC=C(C=C1)C)C=C(C=C2)C#N)C (3,4-dihydro-2,2-dimethyl-4-(5-methyl-2-pyridyl)-2H-1-benzopyran-6-carbonitrile), C(C)(=O)OCC (ethyl acetate). Run in C1CCCCC1 (cyclohexane). Product: C(#N)C=1C=CC2=C(C(CC(O2)(C)C)C2=[N+](C=C(C=C2)C)[O-])C1 (2-(6-cyano-3,4-dihydro-2,2-dimethyl-2H-1-benzopyran-4-yl)-5-methylpyridine N-oxide). As a reaction SMILES: [CH3:1][C:2]1([CH3:21])[CH2:7][CH:6]([C:8]2[CH:13]=[CH:12][C:11]([CH3:14])=[CH:10][N:9]=2)[C:5]2[CH:15]=[C:16]([C:19]#[N:20])[CH:17]=[CH:18][C:4]=2[O:3]1.C(OCC)(=[O:24])C>C1CCCCC1>[C:19]([C:16]1[CH:17]=[CH:18][C:4]2[O:3][C:2]([CH3:21])([CH3:1])[CH2:7][CH:6]([C:8]3[CH:13]=[CH:12][C:11]([CH3:14])=[CH:10][N+:9]=3[O-:24])[C:5]=2[CH:15]=1)#[N:20]. Procedure: In an analogous manner to that described in the first paragraph of Example 7, from 3,4-dihydro-2,2-dimethyl-4-(5-methyl-2-pyridyl)-2H-1-benzopyran-6-carbonitrile there was obtained 2-(6-cyano-3,4-dihydro-2,2-dimethyl-2H-1-benzopyran-4-yl)-5-methylpyridine N-oxide of melting point 151°-153° C. (from ethyl acetate and cyclohexane). The reactants are OC1=C(C=C(C=C1)C1=NC(=NC(=C1C(=O)N1CCN(CC1)C)C)C1=CC=CC=C1)[N+](=O)[O-] (4-(4-hydroxy-3-nitrophenyl)-6-methyl-5-(4-methylpiperazin-1-ylcarbonyl)-2-phenylpyrimidine). Reagents/catalysts: [Pd] (Palladium on carbon). The solvent is CO (methanol). Product: NC=1C=C(C=CC1O)C1=NC(=NC(=C1C(=O)N1CCN(CC1)C)C)C1=CC=CC=C1 (4-(3-amino-4-hydroxyphenyl)-6-methyl-5-(4-methylpiperazin-1-ylcarbonyl)-2-phenylpyrimidine). Isolated yield 26.9%. Reaction SMILES: [OH:1][C:2]1[CH:7]=[CH:6][C:5]([C:8]2[C:13]([C:14]([N:16]3[CH2:21][CH2:20][N:19]([CH3:22])[CH2:18][CH2:17]3)=[O:15])=[C:12]([CH3:23])[N:11]=[C:10]([C:24]3[CH:29]=[CH:28][CH:27]=[CH:26][CH:25]=3)[N:9]=2)=[CH:4][C:3]=1[N+:30]([O-])=O>[Pd].CO>[NH2:30][C:3]1[CH:4]=[C:5]([C:8]2[C:13]([C:14]([N:16]3[CH2:21][CH2:20][N:19]([CH3:22])[CH2:18][CH2:17]3)=[O:15])=[C:12]([CH3:23])[N:11]=[C:10]([C:24]3[CH:25]=[CH:26][CH:27]=[CH:28][CH:29]=3)[N:9]=2)[CH:6]=[CH:7][C:2]=1[OH:1]. Procedure details: A mixture of 4-(4-hydroxy-3-nitrophenyl)-6-methyl-5-(4-methylpiperazin-1-ylcarbonyl)-2-phenylpyrimidine (0.8 g) and 10% Palladium on carbon (0.2 g) in methanol (30 ml) was hydrogenated at room temperature under atmospheric pressure. After removal of the catalyst by filtration, the filtrate was evaporated under reduced pressure. The residue was subjected to column chromatography on silica gel (100 g) and eluted with a mixture of chloroform and methanol (30:1). The fractions containing the object ... The reactants are CN(C1=CC=C(C=C1)CC(=O)OCC)CC1=C(C=CC=C1)C#N (N-methyl-N-(2-cyanobenzyl)-4-ethoxycarbonylmethylaniline), polyphosphoric acid, O (water). Run at time 2 hour. Yields the product CN1C2=C(C(C3=C(C1)C=CC=C3)=O)C=C(C=C2)CC(=O)OCC (ethyl 5,6-dihydro-5-methyl-11-oxodibenz[b,e]azepine-2-acetate). As a reaction SMILES: [CH3:1][N:2]([CH2:15][C:16]1[CH:21]=[CH:20][CH:19]=[CH:18][C:17]=1[C:22]#N)[C:3]1[CH:8]=[CH:7][C:6]([CH2:9][C:10]([O:12][CH2:13][CH3:14])=[O:11])=[CH:5][CH:4]=1.[OH2:24]>>[CH3:1][N:2]1[CH2:15][C:16]2[CH:21]=[CH:20][CH:19]=[CH:18][C:17]=2[C:22](=[O:24])[C:4]2[CH:5]=[C:6]([CH2:9][C:10]([O:12][CH2:13][CH3:14])=[O:11])[CH:7]=[CH:8][C:3]1=2. Procedure: A mixture of N-methyl-N-(2-cyanobenzyl)-4-ethoxycarbonylmethylaniline (6 g) and polyphosphoric acid (60 g) was stirred for 2 hours with heating at 130°-140° C. After the reaction, the reaction mixture was poured into iced water (500 ml) to precipitate crystals. The crystals were collected, washed in water, and then vacuum-dried over diphosphorus pentoxide to obtain the desired compound (2.5 g) as yellow prismatic crystals. The reactants are CC(C)OC(C)C, COc1ccc2c(Cl)nncc2c1, Cc1c(Cl)cncc1Cl, [H-], [Na+], CN(C)C=O. The product is COc1ccc2c(Cc3c(Cl)cncc3Cl)nncc2c1. Reaction SMILES: [CH:30]([O:31][CH:32]([CH3:33])[CH3:34])([CH3:35])[CH3:36].[Cl:12][c:13]1[n:14][n:15][cH:16][c:17]2[cH:18][c:19]([O:23][CH3:24])[cH:20][cH:21][c:22]12.[Cl:1][c:2]1[cH:3][n:4][cH:5][c:6]([Cl:9])[c:7]1[CH3:8].[H-:11].[Na+:10].[O:25]=[CH:26][N:27]([CH3:28])[CH3:29]>>[Cl:1][c:2]1[cH:3][n:4][cH:5][c:6]([Cl:9])[c:7]1[CH2:8][c:13]1[n:14][n:15][cH:16][c:17]2[cH:18][c:19]([O:23][CH3:24])[cH:20][cH:21][c:22]12. The reactants are C=CCI, Cc1ccccc1, COc1ccc2cccnc2c1. Product: C=CC[n+]1cccc2ccc(OC)cc21, [I-]. RXN SMILES: [CH2:13]([CH:14]=[CH2:15])[I:16].[CH3:17][c:18]1[cH:19][cH:20][cH:21][cH:22][cH:23]1.[CH3:1][O:2][c:3]1[cH:4][cH:5][c:6]2[cH:7][cH:8][cH:9][n:10][c:11]2[cH:12]1>>[CH3:1][O:2][c:3]1[cH:4][cH:5][c:6]2[cH:7][cH:8][cH:9][n+:10]([CH2:15][CH:14]=[CH2:13])[c:11]2[cH:12]1.[I-:16].